Dataset: the Open Reaction Database (ORD), a public repository of structured organic reaction records. Task: describe an organic reaction: reactants, conditions, products, and yield The reactants are C(C)O (ethanol), [N+](=O)([O-])C1=C(C(=O)NCC#C)C=CC=C1 (2-nitro-N-(prop-2-ynyl)benzamide), [N+](=O)([O-])C1=C(C(=O)Cl)C=CC=C1 (2-nitrobenzoyl chloride), C(C#C)N (prop-2-ynylamine). The solvent is CO (methanol), O (water). Product: C(=C=C)N1NC2=CC=CC=C2C1=O (1,2-dihydro-2-allenyl-3H-indazol-3-one). Yield: 12.0%. Reaction SMILES: [N+:1]([C:4]1[CH:15]=[CH:14][CH:13]=[CH:12][C:5]=1[C:6]([NH:8][CH2:9][C:10]#[CH:11])=[O:7])([O-])=O.[N+](C1C=CC=CC=1C(Cl)=O)([O-])=O.C(N)C#C.C(O)C>CO.O>[CH:9]([N:8]1[C:6](=[O:7])[C:5]2[C:4](=[CH:15][CH:14]=[CH:13][CH:12]=2)[NH:1]1)=[C:10]=[CH2:11]. Procedure: Using a similar procedure to that described in Examples 2-16, but starting from 2-nitro-N-(prop-2-ynyl)benzamide (itself prepared from 2-nitrobenzoyl chloride and prop-2-ynylamine using the process described for the preparation of the starting material for Ex. 24), using a mixture of ethanol and water (95/5 v/v) in place of aqueous methanol as the reaction solvent and having a reaction duration of 3 hours, there was obtained 1,2-dihydro-2-allenyl-3H-indazol-3-one (Ex. 177) as a solid, m.p. 126-1...